From a dataset of the Open Reaction Database (ORD), a public repository of structured organic reaction records. describe an organic reaction: reactants, conditions, products, and yield Reactants: ClCCl, CNC(=O)C1CC(SCc2ccc(OC)cc2)CN1C, COS(=O)(=O)F. Yields the product CNC(=O)C1CC(SCc2ccc(OC)cc2)C[N+]1(C)C, O=S(=O)([O-])F. Reaction SMILES: [CH2:27]([Cl:28])[Cl:29].[CH3:7][O:8][c:9]1[cH:10][cH:11][c:12]([CH2:13][S:14][CH:15]2[CH2:16][CH:17]([C:21]([NH:22][CH3:23])=[O:24])[N:18]([CH3:20])[CH2:19]2)[cH:25][cH:26]1.[F:1][S:2](=[O:3])(=[O:4])[O:5][CH3:6]>>[CH3:6][N+:18]1([CH3:20])[CH:17]([C:21]([NH:22][CH3:23])=[O:24])[CH2:16][CH:15]([S:14][CH2:13][c:12]2[cH:11][cH:10][c:9]([O:8][CH3:7])[cH:26][cH:25]2)[CH2:19]1.[F:1][S:2](=[O:3])(=[O:4])[O-:5]. Starting materials: BrC=1C=C2C(=C(C(=NC2=CC1)C(F)(F)F)C1=CC=CC=C1)C(F)(F)F (6-Bromo-3-phenyl-2,4-bis(trifluoromethyl)quinoline), BrC=1C=C2C(=C(C(=NC2=CC1)C(F)(F)F)C1=CC=CC=C1)C(F)(F)F (6-Bromo-3-phenyl-2,4-bis(trifluoromethyl)quinoline), CNCCNC (N,N′-dimethylethylenediamine), CC(C)(C)O (t-BuOH), [Na+].[I-] (NaI). Reagents/catalysts: [Cu]I (CuI). Run in C(Cl)Cl (DCM). The product is IC=1C=C2C(=C(C(=NC2=CC1)C(F)(F)F)C1=CC=CC=C1)C(F)(F)F (6-Iodo-3-phenyl-2,4-bis(trifluoromethyl)quinoline). Reaction SMILES: Br[C:2]1[CH:3]=[C:4]2[C:9](=[CH:10][CH:11]=1)[N:8]=[C:7]([C:12]([F:15])([F:14])[F:13])[C:6]([C:16]1[CH:21]=[CH:20][CH:19]=[CH:18][CH:17]=1)=[C:5]2[C:22]([F:25])([F:24])[F:23].CNCCNC.CC(O)(C)C.[Na+].[I-:38]>C(Cl)Cl.[Cu]I>[I:38][C:2]1[CH:3]=[C:4]2[C:9](=[CH:10][CH:11]=1)[N:8]=[C:7]([C:12]([F:15])([F:14])[F:13])[C:6]([C:16]1[CH:21]=[CH:20][CH:19]=[CH:18][CH:17]=1)=[C:5]2[C:22]([F:25])([F:24])[F:23] |f:3.4|. Procedure details: A mixture of 6-bromo-3-phenyl-2,4-bis(trifluoromethyl)quinoline (273 mg, 0.650 mmol, Intermediate 8, step c), CuI (14 mg, 0.074 mmol), N,N′-dimethylethylenediamine (0.0158 mL, 0.147 mmol), t-BuOH (0.65 mL), and NaI (200 mg, 1.33 mmol) was microwaved at 150° C. for 30 min (Biotage). The reaction was diluted with DCM (10 mL), filtered through Celite® and a 0.45 um filter, and concentrated. The residue was flash chromatographed with a heptane to 20% EtOAc/heptane gradient to afford the title compou... The reactants are CO, ClC(Cl)Cl, Cl, CON, O=C(C=Cc1ccccc1O)C=Cc1ccccc1O. Product: CON=C(C=Cc1ccccc1O)C=Cc1ccccc1O. As a reaction SMILES: [CH3:25][OH:26].[Cl:27][CH:28]([Cl:29])[Cl:30].[ClH:1].[O:2]([CH3:3])[NH2:4].[OH:5][c:6]1[c:7]([CH:12]=[CH:13][C:14]([CH:15]=[CH:16][c:17]2[c:18]([OH:23])[cH:19][cH:20][cH:21][cH:22]2)=[O:24])[cH:8][cH:9][cH:10][cH:11]1>>[O:2]([CH3:3])[N:4]=[C:14]([CH:13]=[CH:12][c:7]1[c:6]([OH:5])[cH:11][cH:10][cH:9][cH:8]1)[CH:15]=[CH:16][c:17]1[c:18]([OH:23])[cH:19][cH:20][cH:21][cH:22]1. Starting materials: C(C1=CC=CC=C1)N1CC2C(CCC(C2C1)=O)(C)C ((3aRS,7aRS)-2-benzyl-7,7-dimethyl-4-perhydroisoindolone), Cl (hydrochloric acid). Reagents/catalysts: [OH-].[OH-].[Pd+2] (palladium hydroxide on charcoal). Solvent: C(C)O (ethanol). Run at temperature 60 celsius. Yields the product Cl.CC1(CCC(C2CNCC12)=O)C ((3aRS,7aRS)-7,7-dimethyl-4-perhydroisoindolone hydrochloride). RXN SMILES: C([N:8]1[CH2:16][CH:15]2[CH:10]([C:11]([CH3:19])([CH3:18])[CH2:12][CH2:13][C:14]2=[O:17])[CH2:9]1)C1C=CC=CC=1.[ClH:20]>C(O)C.[OH-].[OH-].[Pd+2]>[ClH:20].[CH3:18][C:11]1([CH3:19])[CH:10]2[CH:15]([CH2:16][NH:8][CH2:9]2)[C:14](=[O:17])[CH2:13][CH2:12]1 |f:3.4.5,6.7|. Reported procedure: A mixture of 2.31 g of (3aRS,7aRS)-2-benzyl-7,7-dimethyl-4-perhydroisoindolone and 9.96 cm3 of 1N hydrochloric acid in 25 cm3 of anhydrous ethanol is heated to 60° C. with stirring; 0.11 g of 20% palladium hydroxide on charcoal is added and the reaction mixture is then hydrogenated, with stirring, at a temperature of 60° C. and at atmospheric pressure. After reaction for 6 hours, the reaction mixture is filtered and then concentrated to dryness under reduced pressure (2.7 kPa). 2.17 g of (3aRS,7... Yields the product COC1=C(C=CC(=C1)[N+](=O)[O-])S(=O)(=O)NC1=CC=C(C=C1)OC (2-Methoxy-N-(4-methoxy-phenyl)-4-nitro-benzenesulfonamide). Procedure: 4-Amino-N-o-tolyl-benzenesulfonamide (12a) (RK1-1-24) I To a solution of 4-Nitro-N-o-tolyl-benzenesulfonamide (11a) in 4.0 mL of a 1:1 MeOH/THF mixture, was added nickel chloride hexahydrate (163 mg, 0.68 mmol) at 0° C. under constant stirring. Sodium borohydrate (52 mg, 1.37 mmol) was added portion wise and the progress of the reaction monitored by TLC (60% hexanes/40% ethylacetate). The solvent was removed in vacuo and the remaining black solid was re-suspended in EtOAc and filtered using a pa... The reagents and catalysts are O.O.O.O.O.O.[Ni](Cl)Cl (nickel chloride hexahydrate). Isolated yield 100.0%. Solvent: hexanes. Starting materials: NC1=CC=C(C=C1)S(=O)(=O)NC1=C(C=CC=C1)C (4-Amino-N-o-tolyl-benzenesulfonamide), [N+](=O)([O-])C1=CC=C(C=C1)S(=O)(=O)NC1=C(C=CC=C1)C (4-Nitro-N-o-tolyl-benzenesulfonamide), CO.C1CCOC1 (MeOH THF), [B-].[Na+] (Sodium borohydrate). As a reaction SMILES: NC1C=CC(S(NC2C=CC=CC=2C)(=O)=O)=CC=1.[N+:19]([C:22]1[CH:27]=[CH:26][C:25]([S:28]([NH:31][C:32]2[CH:37]=[CH:36][CH:35]=[CH:34][C:33]=2C)(=[O:30])=[O:29])=[CH:24][CH:23]=1)([O-:21])=[O:20].[B-].[Na+].[CH3:41][OH:42].C1[CH2:47][O:46]CC1>O.O.O.O.O.O.[Ni](Cl)Cl>[CH3:41][O:42][C:26]1[CH:27]=[C:22]([N+:19]([O-:21])=[O:20])[CH:23]=[CH:24][C:25]=1[S:28]([NH:31][C:32]1[CH:37]=[CH:36][C:35]([O:46][CH3:47])=[CH:34][CH:33]=1)(=[O:30])=[O:29] |f:2.3,4.5,6.7.8.9.10.11.12|. Reaction SMILES: BrN1C(=[O:7])CCC1=O.[CH:9]1([CH2:12][CH2:13][O:14][C:15]2[CH:20]=[CH:19][C:18]([CH3:21])=[C:17]([N+:22]([O-:24])=[O:23])[CH:16]=2)[CH2:11][CH2:10]1>C(OCC)(=O)C.N(C(C)(C)C#N)=NC(C)(C)C#N>[CH:9]1([CH2:12][CH2:13][O:14][C:15]2[CH:20]=[CH:19][C:18]([CH:21]=[O:7])=[C:17]([N+:22]([O-:24])=[O:23])[CH:16]=2)[CH2:11][CH2:10]1. Yield: 54.2%. Starting materials: BrN1C(CCC1=O)=O (N-bromosuccinimide), C1(CC1)CCOC1=CC(=C(C=C1)C)[N+](=O)[O-] (4-(2-cyclopropylethoxy)-1-methyl-2-nitrobenzene). The reagents and catalysts are N(=NC(C#N)(C)C)C(C#N)(C)C (2,2′-azobis(isobutyronitrile)). Product: C1(CC1)CCOC1=CC(=C(C=O)C=C1)[N+](=O)[O-] (4-(2-cyclopropylethoxy)-2-nitrobenzaldehyde). Procedure: A solution of 2,2′-azobis(isobutyronitrile) (0.122 g), N-bromosuccinimide (3.19 g) and 4-(2-cyclopropylethoxy)-1-methyl-2-nitrobenzene (3.30 g) in ethyl acetate (100 mL) was refluxed for 8 hr. The reaction mixture was allowed to cool to room temperature, washed with saturated aqueous sodium hydrogen carbonate solution and saturated brine, and dried over anhydrous magnesium sulfate. The obtained solution was filtered with a short silica gel pad, and the filtrate was concentrated under reduced pre... The solvent is C(C)(=O)OCC (ethyl acetate). Run at time 3 hour. Reactants: CC(=CC(C)O)CCC=C(C)C (4,8-dimethyl-3,7-nonadien-2-ol), C(CCCC)C(C=O)=CC1=CC=CC=C1 (alpha-amylcinnamaldehyde), CC([O-])C.[Al+3].CC([O-])C.CC([O-])C (aluminum isopropoxide). Yields the product CC(=CC(C)=O)CCC=C(C)C (4,8-dimethyl-3,7-nonadien-2-one). As a reaction SMILES: [CH3:1][C:2]([CH2:7][CH2:8][CH:9]=[C:10]([CH3:12])[CH3:11])=[CH:3][CH:4]([OH:6])[CH3:5].C(C(=CC1C=CC=CC=1)C=O)CCCC.CC(C)[O-].[Al+3].CC(C)[O-].CC(C)[O-]>>[CH3:1][C:2]([CH2:7][CH2:8][CH:9]=[C:10]([CH3:12])[CH3:11])=[CH:3][C:4](=[O:6])[CH3:5] |f:2.3.4.5|. Procedure details: 150 g of 4,8-dimethyl-3,7-nonadien-2-ol, 252.5 g alpha-amylcinnamaldehyde and 16.9 g of aluminum isopropoxide are refluxed for 30 min at 1 mbar. A product/reactant mixture is then distilled over a 15 cm packed column (reflux ratio 1:1). This gives 130 g of the mixture of E- and Z-4,8-dimethyl-3,7-nonadien-2-ol and E- and Z-4,8-dimethyl-3,7-nonadien-2-one . The sum of the two isomers of 4,8-dimethyl-3,7-nonadien-2-ol is 23%, and the sum of the two isomers of 4,8-dimethyl-3,7-nonadien-2-one is 70%...